Dataset: the Open Reaction Database (ORD), a public repository of structured organic reaction records. Task: describe an organic reaction: reactants, conditions, products, and yield The reactants are N([C@@H](CC(C)C)C(=O)N[C@@H](CC1=CC=CC=C1)C(=O)NCCCCCCCC)C(=O)OCC1=CC=CC=C1 (Z-Leu-Phe-NH-(CH2)7-CH3), C(=O)([O-])[O-].[Na+].[Na+] (Na2CO3). Reagents/catalysts: [Pd] (palladium on charcoal). Solvent: CN1C(CCC1)=O (1-methyl-2-pyrrolidinone). Product: N[C@@H](CC(C)C)C(=O)N[C@@H](CC1=CC=CC=C1)C(=O)NCCCCCCCC (H—Leu—Phe—NH—(CH2)7—CH3). The yield is 85.0%. As a reaction SMILES: [NH:1](C(OCC1C=CC=CC=1)=O)[C@H:2]([C:7]([NH:9][C@H:10]([C:18]([NH:20][CH2:21][CH2:22][CH2:23][CH2:24][CH2:25][CH2:26][CH2:27][CH3:28])=[O:19])[CH2:11][C:12]1[CH:17]=[CH:16][CH:15]=[CH:14][CH:13]=1)=[O:8])[CH2:3][CH:4]([CH3:6])[CH3:5].C([O-])([O-])=O.[Na+].[Na+]>CN1CCCC1=O.[Pd]>[NH2:1][C@H:2]([C:7]([NH:9][C@H:10]([C:18]([NH:20][CH2:21][CH2:22][CH2:23][CH2:24][CH2:25][CH2:26][CH2:27][CH3:28])=[O:19])[CH2:11][C:12]1[CH:17]=[CH:16][CH:15]=[CH:14][CH:13]=1)=[O:8])[CH2:3][CH:4]([CH3:5])[CH3:6] |f:1.2.3|. Procedure details: The organic layer containing Z-Leu-Phe-NH-(CH2)7-CH3 was diluted with 1-methyl-2-pyrrolidinone and subjected to catalytic hydrogenolysis in the presence of palladium on charcoal. Upon completion of the reaction, 5% Na2CO3/10% NaCl was added and the resulting suspension was filtered at 45° C. The residue was washed with ethyl acetate, and the combined organic filtrates were extracted with 5% Na2CO3/10% NaCl, 30% NaCl and water. The organic layer was evaporated to dryness to give the desired produ... The reactants are C1N(CCC2=CC=CC=C12)CCCCNC(=O)C1=CC2=CN=C3C=CC=C(S1)N32 (N-[4-(1,2,3,4-tetrahydroisoquinolin-2-yl)butan-1-yl]-5-thia-1,8b-diazaacenaphthylene-4-carboxamide), Cl.CO (HCl methanol). The solvent is C(C)O (ethanol). Product: Cl.Cl.C1N(CCC2=CC=CC=C12)CCCCNC(=O)C1=CC2=CN=C3C=CC=C(S1)N32 (N-[4-(1,2,3,4-tetrahydroisoquinolin-2-yl)butan-1-yl]-5-thia-1,8b-diazaacenaphthylene-4-carboxamide Dihydrochloride). As a reaction SMILES: [CH2:1]1[C:10]2[C:5](=[CH:6][CH:7]=[CH:8][CH:9]=2)[CH2:4][CH2:3][N:2]1[CH2:11][CH2:12][CH2:13][CH2:14][NH:15][C:16]([C:18]1[S:28][C:27]2[N:29]3[C:20](=[CH:21][N:22]=[C:23]3[CH:24]=[CH:25][CH:26]=2)[CH:19]=1)=[O:17].[ClH:30].CO>C(O)C>[ClH:30].[ClH:30].[CH2:1]1[C:10]2[C:5](=[CH:6][CH:7]=[CH:8][CH:9]=2)[CH2:4][CH2:3][N:2]1[CH2:11][CH2:12][CH2:13][CH2:14][NH:15][C:16]([C:18]1[S:28][C:27]2[N:29]3[C:20](=[CH:21][N:22]=[C:23]3[CH:24]=[CH:25][CH:26]=2)[CH:19]=1)=[O:17] |f:1.2,4.5.6|. Reported procedure: To a solution of 1.76 g (4.35 mM) of N-[4-(1,2,3,4-tetrahydroisoquinolin-2-yl)butan-1-yl]-5-thia-1,8b-diazaacenaphthylene-4-carboxamide in ethanol (10 ml) was added 6 ml (24 mM) of 4N-HCl/methanol at room temperature and the mixture was stirred at room temperature for several minutes. After the solvent was distilled off under reduced pressure, ethanol was added to the residue and the mixture was concentrated. Then, diethyl ether was added and the crystal crop was harvested by filtration and rins...